This data is from the Open Reaction Database (ORD), a public repository of structured organic reaction records. The task is: describe an organic reaction: reactants, conditions, products, and yield The reactants are NC1=CC=C(C(=N1)C)CNC(CC1=C(C(=CC=C1C#N)NCC(C1=NC=CC=C1)(F)F)F)=O (N-(6-Amino-2-methyl-pyridin-3-ylmethyl)-2-[6-cyano-3-(2,2-difluoro-2-pyridin-2-yl-ethylamino)-2-fluoro-phenyl]-acetamide), base ·2.0, Cl (HCl). The product is Cl.NC1=CC=C(C(=N1)C)CNC(CC1=C(C(=CC=C1C#N)NCC(C1=NC=CC=C1)(F)F)F)=O (N-(6-Amino-2-methyl-pyridin-3-ylmethyl)-2-[6-cyano-3-(2,2-difluoro-2-pyridin-2-yl-ethylamino)-2-fluoro-phenyl]-acetamide hydrochloride). RXN SMILES: [NH2:1][C:2]1[N:7]=[C:6]([CH3:8])[C:5]([CH2:9][NH:10][C:11](=[O:33])[CH2:12][C:13]2[C:18]([C:19]#[N:20])=[CH:17][CH:16]=[C:15]([NH:21][CH2:22][C:23]([F:31])([F:30])[C:24]3[CH:29]=[CH:28][CH:27]=[CH:26][N:25]=3)[C:14]=2[F:32])=[CH:4][CH:3]=1.[ClH:34]>>[ClH:34].[NH2:1][C:2]1[N:7]=[C:6]([CH3:8])[C:5]([CH2:9][NH:10][C:11](=[O:33])[CH2:12][C:13]2[C:18]([C:19]#[N:20])=[CH:17][CH:16]=[C:15]([NH:21][CH2:22][C:23]([F:30])([F:31])[C:24]3[CH:29]=[CH:28][CH:27]=[CH:26][N:25]=3)[C:14]=2[F:32])=[CH:4][CH:3]=1 |f:2.3|. Procedure: Prepared from N-(6-Amino-2-methyl-pyridin-3-ylmethyl)-2-[6-cyano-3-(2,2-difluoro-2-pyridin-2-yl-ethylamino)-2-fluoro-phenyl]-acetamide, as described in the previous step, using essentially the protocol given in Example 1m. 1H NMR (300 Hz, CD3OD) δ 8.69 (d, J=4.6 Hz, 1H), 8.10-8.00 (m, 1H), 7.83 (d, J=9.2 Hz, 1H), 7.77 (d, J=7.9 Hz, 1H), 7.67-7.57 (m, 1H), 7.33-7.24 (m, 1H), 6.91-6.78 (m, 2H), 4.27 (s, 2H), 4.13 (t, J=13.8 Hz, 2H), 3.74 (d, J=1.98 Hz, 2H), 2.51 (s, 3H); LC/MS (m/z) [M+1]+455.1 (c... Reactants: CCOC(=O)Cc1ccc(Br)cc1, CI, [Cl-], [H-], [NH4+], [Na+], CN(C)C=O. Product: CCOC(=O)C(C)c1ccc(Br)cc1. Reaction SMILES: [Br:1][c:2]1[cH:3][cH:4][c:5]([CH2:8][C:9](=[O:10])[O:11][CH2:12][CH3:13])[cH:6][cH:7]1.[CH3:16][I:17].[Cl-:18].[H-:15].[NH4+:19].[Na+:14].[O:20]=[CH:21][N:22]([CH3:23])[CH3:24]>>[Br:1][c:2]1[cH:3][cH:4][c:5]([CH:8]([C:9](=[O:10])[O:11][CH2:12][CH3:13])[CH3:16])[cH:6][cH:7]1.